The task is: describe an organic reaction: reactants, conditions, products, and yield. This data is from the Open Reaction Database (ORD), a public repository of structured organic reaction records. The reactants are BrC1=C(C2=C(OCO2)C=C1)C=O (5-Bromo-1,3-benzodioxole-4-carboxaldehyde), [Mn](=O)(=O)(=O)[O-].[K+] (Potassium permanganate), [Mn](=O)(=O)(=O)[O-] (permanganate). Solvent: CC(=O)C (acetone), O (water). Conditions: time 24 hour. Product: BrC1=C(C2=C(OCO2)C=C1)C(=O)O (5-Bromo-1,3-benzodioxole-4-carboxylic acid). Yield: 53.0%. As a reaction SMILES: [Mn]([O-])(=O)(=O)=O.[K+].[Br:7][C:8]1[CH:16]=[CH:15][C:11]2[O:12][CH2:13][O:14][C:10]=2[C:9]=1[CH:17]=[O:18].[Mn]([O-])(=O)(=O)=[O:20]>O.CC(C)=O>[Br:7][C:8]1[CH:16]=[CH:15][C:11]2[O:12][CH2:13][O:14][C:10]=2[C:9]=1[C:17]([OH:20])=[O:18] |f:0.1|. Procedure: Potassium permanganate (1.03 g, 6.55 mmol) was dissolved in water (25 mL). 5-Bromo-1,3-benzodioxole-4-carboxaldehyde (0.60 g, 2.62 mmol) was dissolved in acetone (25 mL) and slowly added to the permanganate solution and the reaction mixture was stirred at ambient temperature for 24 h at which time TLC analysis indicated the reaction complete. The reaction mixture was quenched with 5% sodium sulfite (100 mL). Concentrated HCl (10 mL) was added and the mixture turned a pale yellow color. The solut... Solvent: C(C)O (ethanol). Procedure: A solution of the compound (18.67 g, 64.31 mmol) obtained in step 1 and 1N aqueous sodium hydroxide solution (70.0 mL, 70 mmol) in ethanol (180 mL) was stirred at 70° C. for 14 hr, and concentrated under reduced pressure. To the residue were added water and 1N hydrochloric acid, and the precipitate was collected by filtration to give 1-tert-butyl-5-(4-fluorophenyl)-1H-pyrazole-4-carboxylic acid (16.87 g, 64.3 mmol, 100%) as a white powder. Yields the product C(C)(C)(C)N1N=CC(=C1C1=CC=C(C=C1)F)C(=O)O (1-tert-butyl-5-(4-fluorophenyl)-1H-pyrazole-4-carboxylic acid). As a reaction SMILES: [C:1]([N:5]1[C:9]([C:10]2[CH:15]=[CH:14][C:13]([F:16])=[CH:12][CH:11]=2)=[C:8]([C:17]([O:19]CC)=[O:18])[CH:7]=[N:6]1)([CH3:4])([CH3:3])[CH3:2].[OH-].[Na+]>C(O)C>[C:1]([N:5]1[C:9]([C:10]2[CH:15]=[CH:14][C:13]([F:16])=[CH:12][CH:11]=2)=[C:8]([C:17]([OH:19])=[O:18])[CH:7]=[N:6]1)([CH3:4])([CH3:2])[CH3:3] |f:1.2|. The reactants are C(C)(C)(C)N1N=CC(=C1C1=CC=C(C=C1)F)C(=O)OCC (ethyl 1-tert-butyl-5-(4-fluorophenyl)-1H-pyrazole-4-carboxylate), [OH-].[Na+] (sodium hydroxide). Isolated yield 100.0%. Reactants: C(C)(=S)O (thioacetic acid), C(O)([O-])=O.[Na+] (sodium hydrogencarbonate), C1(=CC=CC=C1)P(C1=CC=CC=C1)C1=CC=CC=C1 (triphenylphosphine), N(=NC(=O)OC(C)C)C(=O)OC(C)C (Diisopropyl azodicarboxylate), C1(CCCCC1)CCN(C(N[C@H](C(=O)OC(C)(C)C)C)=O)CCO (t-butyl (2S)-2-[3-(2-cyclohexylethyl)-3-(2-hydroxyethyl)ureido]propionate). The solvent is O1CCCC1 (tetrahydrofuran). Reaction conditions: time 20 minute. Product: C(C)(=O)SCCN(C(N[C@H](C(=O)OC(C)(C)C)C)=O)CCC1CCCCC1 (t-Butyl (2S)-2-[3-[2-(Acetylthio)ethyl]-3-(2-cyclohexylethyl)ureido]propionate). As a reaction SMILES: [CH:1]1([CH2:7][CH2:8][N:9]([CH2:22][CH2:23]O)[C:10](=[O:21])[NH:11][C@@H:12]([CH3:20])[C:13]([O:15][C:16]([CH3:19])([CH3:18])[CH3:17])=[O:14])[CH2:6][CH2:5][CH2:4][CH2:3][CH2:2]1.C1(P(C2C=CC=CC=2)C2C=CC=CC=2)C=CC=CC=1.N(C(OC(C)C)=O)=NC(OC(C)C)=O.[C:58]([OH:61])(=[S:60])[CH3:59].C(=O)([O-])O.[Na+]>O1CCCC1>[C:58]([S:60][CH2:23][CH2:22][N:9]([CH2:8][CH2:7][CH:1]1[CH2:2][CH2:3][CH2:4][CH2:5][CH2:6]1)[C:10](=[O:21])[NH:11][C@@H:12]([CH3:20])[C:13]([O:15][C:16]([CH3:17])([CH3:18])[CH3:19])=[O:14])(=[O:61])[CH3:59] |f:4.5|. Procedure: Anhydrous tetrahydrofuran (6 ml) is added to a mixture of t-butyl (2S)-2-[3-(2-cyclohexylethyl)-3-(2-hydroxyethyl)ureido]propionate (Compound No. 1-1, 1.0 g) and triphenylphosphine (1.5 g) under a nitrogen atmosphere, and the mixture is stirred for 30 minutes under salt-ice cooling. Diisopropyl azodicarboxylate (1.2 ml) is added dropwise to the mixture while keeping liquid temperature at 5° C., and then thioacetic acid (0.4 ml) is added dropwise thereto over 20 minutes. The mixture is stirred fo... The reactants are [N+](=O)(O)[O-] (nitric acid), N1N=NN=C1C=1C=C(C=CC1)C=1C(=CC=CC1)O (3′-(1H-tetrazol-5-yl)-biphenyl-2-ol), O (water). Solvent: C(C)O (ethanol). Run at time 8 hour. Product: [N+](=O)([O-])C1=C(C(=CC=C1)C1=CC(=CC=C1)C1=NN=NN1)O (3-nitro-3′-(1H-tetrazol-5-yl)-biphenyl-2-ol). Yield: 26.7%. As a reaction SMILES: [NH:1]1[C:5]([C:6]2[CH:7]=[C:8]([C:12]3[C:13]([OH:18])=[CH:14][CH:15]=[CH:16][CH:17]=3)[CH:9]=[CH:10][CH:11]=2)=[N:4][N:3]=[N:2]1.[N+:19]([O-])([OH:21])=[O:20].O>C(O)C>[N+:19]([C:14]1[CH:15]=[CH:16][CH:17]=[C:12]([C:8]2[CH:9]=[CH:10][CH:11]=[C:6]([C:5]3[NH:1][N:2]=[N:3][N:4]=3)[CH:7]=2)[C:13]=1[OH:18])([O-:21])=[O:20]. Procedure details: 3′-(1H-Tetrazol-5-yl)-biphenyl-2-ol 8d (3.5 g, 14.7 mmol) was dissolved in 145 mL of ethanol under argon atmosphere. Fuming nitric acid (0.565 mL, 13.2 mmol) was added dropwise at 35° C. After the reaction mixture was reacted at room temperature for 1 hour, 150 mL of water was added. After standing overnight, the mixture was filtered. The filter cake was washed with 100 mL of water and dissolved in 500 mL of ethyl acetate and 250 mL of water. The separated organic layer was washed with saturated... Reactants: FC1=NC(=CC=C1)F (2,6-difluoro-pyridine), COC1=CC=C(CN)C=C1 (4-methoxy-benzylamine), C(C)(C)N(C(C)C)CC (N,N-diisopropylethylamine), O (water). Run in CN1C(CCC1)=O (N-methylpyrrolidinone). Reaction conditions: temperature 90 celsius, time 8 hour. Product: FC1=CC=CC(=N1)NCC1=CC=C(C=C1)OC ((6-fluoro-pyridin-2-yl)-(4-methoxy-benzyl)-amine). Yield: 74.8%. RXN SMILES: F[C:2]1[CH:7]=[CH:6][CH:5]=[C:4]([F:8])[N:3]=1.[CH3:9][O:10][C:11]1[CH:18]=[CH:17][C:14]([CH2:15][NH2:16])=[CH:13][CH:12]=1.C(N(CC)C(C)C)(C)C.O>CN1CCCC1=O>[F:8][C:4]1[N:3]=[C:2]([NH:16][CH2:15][C:14]2[CH:17]=[CH:18][C:11]([O:10][CH3:9])=[CH:12][CH:13]=2)[CH:7]=[CH:6][CH:5]=1. Procedure details: To 2,6-difluoro-pyridine (49, 100 g, 869 mmol) in 500 mL of N-methylpyrrolidinone, 4-methoxy-benzylamine (77, 136 mL, 1.043 mol) and N,N-diisopropylethylamine (304 mL, 1.738 mol) were added. The reaction was stirred at 90° C. overnight, then poured into 8 L of water. The precipitate collected by filtration and washed with water, then taken up in ethyl acetate and washed with water. The organic layer was dried over sodium sulfate, filtered and the filtrate concentrated under vacuum. The resulting... Reactants: NN1CCN(CC1)CCC1=CNC2=CC=CC=C12 (3-[2-(4-aminopiperazin-1-yl)ethyl]indole), C1(=CC=CC=C1)N=C=O (phenylisocyanate), C1=CC=CC=C1 (benzene). The solvent is CCOCC (Ether). Conditions: time 8 hour. Yields the product N1C=C(C2=CC=CC=C12)CCN1CCN(CC1)NC(=O)NC1=CC=CC=C1 (1-[1-(indol-3-ylethyl)piperazin-4-yl]-3-phenylurea). RXN SMILES: [NH2:1][N:2]1[CH2:7][CH2:6][N:5]([CH2:8][CH2:9][C:10]2[C:18]3[C:13](=[CH:14][CH:15]=[CH:16][CH:17]=3)[NH:12][CH:11]=2)[CH2:4][CH2:3]1.[C:19]1([N:25]=[C:26]=[O:27])[CH:24]=[CH:23][CH:22]=[CH:21][CH:20]=1.C1C=CC=CC=1>CCOCC>[NH:12]1[C:13]2[C:18](=[CH:17][CH:16]=[CH:15][CH:14]=2)[C:10]([CH2:9][CH2:8][N:5]2[CH2:6][CH2:7][N:2]([NH:1][C:26]([NH:25][C:19]3[CH:24]=[CH:23][CH:22]=[CH:21][CH:20]=3)=[O:27])[CH2:3][CH2:4]2)=[CH:11]1. Procedure: A stirred solution of 6.13 g of 3-[2-(4-aminopiperazin-1-yl)ethyl]indole and 3.53 g of phenylisocyanate in 100 ml. of dry benzene is refluxed for 6 hours and then allowed to stand at ambient temperature overnight. Ether is added slowly to promote crystallization. The solid product is filtered, washed with ether and dried. The solid is recrystallized twice from a dimethylformamide water mixture to give crystals m.p. 168°-171° C. of 1-[1-(indol-3-ylethyl)piperazin-4-yl]-3-phenylurea. Starting materials: Cl, Cl, Cl, O=C(O)c1cc2c(Oc3cc(F)cc(F)c3)cccc2[nH]1, NC1CCN(CCN2CCC(O)CC2)CC1. Product: O=C(NC1CCN(CCN2CCC(O)CC2)CC1)c1cc2c(Oc3cc(F)cc(F)c3)cccc2[nH]1. Reaction SMILES: [ClH:22].[ClH:23].[ClH:24].[F:1][c:2]1[cH:3][c:4]([O:5][c:6]2[c:7]3[cH:8][c:9]([C:15](=[O:16])[OH:17])[nH:10][c:11]3[cH:12][cH:13][cH:14]2)[cH:18][c:19]([F:21])[cH:20]1.[NH2:25][CH:26]1[CH2:27][CH2:28][N:29]([CH2:32][CH2:33][N:34]2[CH2:35][CH2:36][CH:37]([OH:40])[CH2:38][CH2:39]2)[CH2:30][CH2:31]1>>[F:1][c:2]1[cH:3][c:4]([O:5][c:6]2[c:7]3[cH:8][c:9]([C:15](=[O:17])[NH:25][CH:26]4[CH2:27][CH2:28][N:29]([CH2:32][CH2:33][N:34]5[CH2:35][CH2:36][CH:37]([OH:40])[CH2:38][CH2:39]5)[CH2:30][CH2:31]4)[nH:10][c:11]3[cH:12][cH:13][cH:14]2)[cH:18][c:19]([F:21])[cH:20]1.